From a dataset of the Open Reaction Database (ORD), a public repository of structured organic reaction records. describe an organic reaction: reactants, conditions, products, and yield As a reaction SMILES: [N+:1]([C:4]1[CH:9]=[CH:8][C:7]([CH2:10][C:11]([O:13][CH2:14][CH3:15])=[O:12])=[CH:6][CH:5]=1)([O-])=O>C(O)C>[NH2:1][C:4]1[CH:5]=[CH:6][C:7]([CH2:10][C:11]([O:13][CH2:14][CH3:15])=[O:12])=[CH:8][CH:9]=1. Reactants: [N+](=O)([O-])C1=CC=C(C=C1)CC(=O)OCC (ethyl p-nitrophenylacetate). Run in C(C)O (ethanol). Procedure details: A solution of 4.18 g (0.02 mole) of ethyl p-nitrophenylacetate in 200 mL of ethanol is subjected to catalytic hydrogenation. The mixture is filtered to remove the catalyst and the filtrate is concentrated to obtain quantitative yield of ethyl 4-aminophenylacetate. To an agitated solution of the ethyl 4-aminophenylacetate and 2.02 g (0.02 mole) of triethylamine in 50 ml of dimethylformamide is added dropwise a solution of 7.58 g (0.020 mole) of 1-(3-chloropropyl)-α,α-bis(4-fluorophenyl)-4-piperid... The product is NC1=CC=C(C=C1)CC(=O)OCC (ethyl 4-aminophenylacetate). Run at temperature -70 celsius, time 30 minute. Run in C1CCOC1 (THF), CCCCCC (hexane), C1CCOC1 (THF). The reactants are C(C=C)C1(C2C=CC(C1)C2)C=O (2-allyl-5-norbornen-2-aldehyde), solution, C(CCC)[Li] (n-butyllithium), ClC=1C=C(CN2C=NC=C2)C=CC1 (1-(3-chlorobenzyl)-imidazole), residue. Product: C(C=C)C1(C2C=CC(C1)C2)C(C(N2C=NC=C2)C2=CC(=CC=C2)Cl)O (1-(2-allyl-5-norbornen-2-yl)-2-(3-chlorophenyl)-2-(1-imidazolyl)-ethanol). RXN SMILES: C([Li])CCC.[Cl:6][C:7]1[CH:8]=[C:9]([CH:16]=[CH:17][CH:18]=1)[CH2:10][N:11]1[CH:15]=[CH:14][N:13]=[CH:12]1.[CH2:19]([C:22]1([CH:29]=[O:30])[CH2:27][CH:26]2[CH2:28][CH:23]1[CH:24]=[CH:25]2)[CH:20]=[CH2:21]>CCCCCC.C1COCC1>[CH2:19]([C:22]1([CH:29]([OH:30])[CH:10]([C:9]2[CH:16]=[CH:17][CH:18]=[C:7]([Cl:6])[CH:8]=2)[N:11]2[CH:15]=[CH:14][N:13]=[CH:12]2)[CH2:27][CH:26]2[CH2:28][CH:23]1[CH:24]=[CH:25]2)[CH:20]=[CH2:21]. Procedure details: 13.8 ml (20 mmol) of a 1.45 molar solution of n-butyllithium in hexane were added dropwise to a solution of 3.85 g (20 mmol) of 1-(3-chlorobenzyl)-imidazole in 40 ml of absolute THF at -70° C. After stirring for 30 minutes at -70° C., a solution of 4.39 g of 74% purity (20 mmol) 2-allyl-5-norbornen-2-aldehyde in 30 ml of absolute THF was added dropwise at about -70° C. over about 12 minutes. The further procedure was subsequently carried out as described in Example 2. The residue (9.0 g) remaini... Yield: 38.0%. Reactants: CCCCSCC(=O)O, C(=NC1CCCCC1)=NC1CCCCC1, ClCCl, Fc1ccc(NCc2cccnc2)cc1. The product is CCCCSCC(=O)N(Cc1cccnc1)c1ccc(F)cc1. Reaction SMILES: [CH2:16]([CH2:17][CH2:18][CH3:19])[S:20][CH2:21][C:22](=[O:23])[OH:24].[CH:25]1([N:26]=[C:27]=[N:28][CH:29]2[CH2:30][CH2:31][CH2:32][CH2:33][CH2:34]2)[CH2:35][CH2:36][CH2:37][CH2:38][CH2:39]1.[Cl:40][CH2:41][Cl:42].[F:1][c:2]1[cH:3][cH:4][c:5]([NH:8][CH2:9][c:10]2[cH:11][n:12][cH:13][cH:14][cH:15]2)[cH:6][cH:7]1>>[F:1][c:2]1[cH:3][cH:4][c:5]([N:8]([CH2:9][c:10]2[cH:11][n:12][cH:13][cH:14][cH:15]2)[C:22]([CH2:21][S:20][CH2:16][CH2:17][CH2:18][CH3:19])=[O:23])[cH:6][cH:7]1. Starting materials: ClC1=CC=C(C=C1)C1=C(C=2N(C=C1)C(NN2)=O)C2=CC=NC=C2 (7-(4-chlorophenyl)-8-(pyridin-4-yl)-[1,2,4]triazolo[4,3-a]pyridin-3(2H)-one), benzyl halide, ClC1=CC=C(C=C1)C1=C(C=2N(C=C1)C(N(N2)CC2=CC=C(C=C2)S(=O)(=O)C)=O)C2=CC=NC=C2 (7-(4-chlorophenyl)-2-(4-(methylsufonyl)benzyl)-8-(pyridin-4-yl)-[1,2,4]triazolo[4,3-a]pyridin-3(2H)-one). The product is ClC1=CC=C(C=C1)C1=C(C=2N(C=C1)C(N(N2)CC2=CC=C(C=C2)S(=O)(=O)CC)=O)C2=CC=NC=C2 (7-(4-chlorophenyl)-2-(4-(ethylsulfonyl)benzyl)-8-(pyridin-4-yl)-[1,2,4]triazolo[4,3-a]pyridin-3(2H)-one). Reaction SMILES: Cl[C:2]1C=CC(C2C=CN3C(=O)NN=C3C=2C2C=CN=CC=2)=CC=1.[Cl:24][C:25]1[CH:30]=[CH:29][C:28]([C:31]2[CH:36]=[CH:35][N:34]3[C:37](=[O:51])[N:38]([CH2:40][C:41]4[CH:46]=[CH:45][C:44]([S:47]([CH3:50])(=[O:49])=[O:48])=[CH:43][CH:42]=4)[N:39]=[C:33]3[C:32]=2[C:52]2[CH:57]=[CH:56][N:55]=[CH:54][CH:53]=2)=[CH:27][CH:26]=1>>[Cl:24][C:25]1[CH:30]=[CH:29][C:28]([C:31]2[CH:36]=[CH:35][N:34]3[C:37](=[O:51])[N:38]([CH2:40][C:41]4[CH:46]=[CH:45][C:44]([S:47]([CH2:50][CH3:2])(=[O:48])=[O:49])=[CH:43][CH:42]=4)[N:39]=[C:33]3[C:32]=2[C:52]2[CH:53]=[CH:54][N:55]=[CH:56][CH:57]=2)=[CH:27][CH:26]=1. Procedure details: The title compound was prepared by coupling 7-(4-chlorophenyl)-8-(pyridin-4-yl)-[1,2,4]triazolo[4,3-a]pyridin-3(2H)-one with the requisite benzyl halide in a manner analogous to that in which 7-(4-chlorophenyl)-2-(4-(methylsufonyl)benzyl)-8-(pyridin-4-yl)-[1,2,4]triazolo[4,3-a]pyridin-3(2H)-one was prepared. HPLC/MS: retention time=2.428 min, [M+H]+=505. Procedure: Combine 3-propoxybenzaldehyde (29.6 mg; 0.18 mmol) and 5-fluorotryptamine (14.2 mg; 0.080 mmol) in methanol (2 mL). Add a solution of sodium borohydride in diglyme (1 ml of a 0.5 M solution; 0.50 mmol)and agitate. After 63 h at room temperature concentrate in a stream of nitrogen. Dissolve the residue in methanol and add to a 1 gm SCX column previously rinsed with 5% acetic acid in methanol. Elute the product from the SCX column with 1 M ammonia in methanol to give the title compound: MS (ES+): ... Reactants: C(CC)OC=1C=C(C=O)C=CC1 (3-propoxybenzaldehyde), FC1=CC=C2NC=C(CCN)C2=C1 (5-fluorotryptamine), [BH4-].[Na+] (sodium borohydride), solution. The solvent is CO (methanol), COCCOCCOC (diglyme). Yields the product FC=1C=C2C(=CNC2=CC1)CCNCC1=CC(=CC=C1)OCCC (N-(2-(5-Fluoro-1H-indol-3-yl)ethyl)-3-propoxybenzylamine). Reaction SMILES: [CH2:1]([O:4][C:5]1[CH:6]=[C:7]([CH:10]=[CH:11][CH:12]=1)[CH:8]=O)[CH2:2][CH3:3].[F:13][C:14]1[CH:25]=[C:24]2[C:17]([NH:18][CH:19]=[C:20]2[CH2:21][CH2:22][NH2:23])=[CH:16][CH:15]=1.[BH4-].[Na+]>CO.COCCOCCOC>[F:13][C:14]1[CH:25]=[C:24]2[C:17](=[CH:16][CH:15]=1)[NH:18][CH:19]=[C:20]2[CH2:21][CH2:22][NH:23][CH2:8][C:7]1[CH:10]=[CH:11][CH:12]=[C:5]([O:4][CH2:1][CH2:2][CH3:3])[CH:6]=1 |f:2.3|. Starting materials: C(C1CCC(CC1)N)C1CCC(CC1)N (4,4'-Methylenebis(cyclohexylamine)), C(CO)(=O)O (glycolic acid). The solvent is C(C)(C)O (isopropanol), C(C)O (ethanol). Product: C(C1CCC(CC1)NC(CO)=O)C1CCC(CC1)NC(CO)=O (4,4'-methylenebis(hydroxyacetamidocyclohexane)). Reaction SMILES: [CH2:1]([CH:9]1[CH2:14][CH2:13][CH:12]([NH2:15])[CH2:11][CH2:10]1)[CH:2]1[CH2:7][CH2:6][CH:5]([NH2:8])[CH2:4][CH2:3]1.[C:16]([OH:20])(=O)[CH2:17][OH:18]>C(O)(C)C.C(O)C>[CH2:1]([CH:2]1[CH2:3][CH2:4][CH:5]([NH:8][C:16](=[O:20])[CH2:17][OH:18])[CH2:6][CH2:7]1)[CH:9]1[CH2:14][CH2:13][CH:12]([NH:15][C:17](=[O:18])[CH2:16][OH:20])[CH2:11][CH2:10]1. Procedure details: 4,4'-Methylenebis(cyclohexylamine) (56.5 g, 0.27 mole) was dissolved in hot isopropanol (500 ml) and glycolic acid (40.9 g, 0.54 mole) added portion-wise with stirring. Upon cooling, a white gummy solid separated which was isolated by decantation and redissolved in a small volume of ethanol. Crystallization produced a white crystalline, deliquescent solid; m.p. 96°-102° C. Thorough drying under vacuum increased the melting point (m.p. 149°-151° C.) and reduced the deliquescence. The reactants are C(C)(=O)O[C@@H](CCCCN1C(=O)N(C=2N=NNC2C1=O)C)C ((R)-1-(5-acetoxyhexyl)-3-methyl-8-azaxanthine), Cl (hydrogen chloride), C(C)OCC (ethyl ether). Solvent: CO (methanol). Run at time 24 hour. The product is O[C@@H](CCCCN1C(=O)N(C=2N=NNC2C1=O)C)C ((R)-1-(5-hydroxyhexyl)-3-methyl-8-azaxanthine). Yield: 11020.4%. RXN SMILES: C([O:4][C@H:5]([CH3:22])[CH2:6][CH2:7][CH2:8][CH2:9][N:10]1[C:19](=[O:20])[C:18]2[NH:17][N:16]=[N:15][C:14]=2[N:13]([CH3:21])[C:11]1=[O:12])(=O)C.Cl.C(OCC)C>CO>[OH:4][C@H:5]([CH3:22])[CH2:6][CH2:7][CH2:8][CH2:9][N:10]1[C:19](=[O:20])[C:18]2[NH:17][N:16]=[N:15][C:14]=2[N:13]([CH3:21])[C:11]1=[O:12]. Procedure details: To a stirring solution of (R)-1-(5-acetoxyhexyl)-3-methyl-8-azaxanthine (150 mg, 0.49 mmol) in methanol (25 ml) was added an anhydrous solution of hydrogen chloride in ethyl ether (1 M, 1.0 ml, 1.0 mmol). After stirring at room temperature for 24 hours, the solvent was evaporated under reduced pressure. The crude product was purified by flash chromatography on silica gel eluting with ethyl acetate-methanol (7:1) to provide (R)-1-(5-hydroxyhexyl)-3-methyl-8-azaxanthine (CT12463) (70 mg, 54 mmol) ...